From a dataset of the Open Reaction Database (ORD), a public repository of structured organic reaction records. describe an organic reaction: reactants, conditions, products, and yield The reactants are C1=CC=CC2=CC3=CC=CC=C3C=C12 (anthracene). Run in N1=CC=CC=C1 (pyridine). Product: C1CCCC2CC3CC=CC=C3C=C12 (octahydroanthracene). As a reaction SMILES: [CH:1]1[C:14]2[C:5](=[CH:6][C:7]3[C:12]([CH:13]=2)=[CH:11][CH:10]=[CH:9][CH:8]=3)[CH:4]=[CH:3][CH:2]=1>N1C=CC=CC=1>[CH2:8]1[C:7]2[CH:12]([CH2:13][CH:14]3[C:5]([CH:6]=2)=[CH:4][CH:3]=[CH:2][CH2:1]3)[CH2:11][CH2:10][CH2:9]1. Procedure: 1000 g raw anthracene were dissolved under heating in 3.8 liters technical pyridine (base mixture) for purification. The crystals precipitating upon cooling of the solution were centrifuged, washed with little solvent and water and were dried. The yield of anthracene was 880 g with a purity of more than 99 percent (Melting point 216°-217° C.). The residue from evaporation of the mother liquor (about 118 g) was returned to the hydrogenation stage. The reactants are O=C(O)c1coc(Br)c1, CN(C)C=O, Cc1ccc(F)cc1S, O. Yields the product Cc1ccc(F)cc1Sc1cc(C(=O)O)co1. Reaction SMILES: [Br:15][c:16]1[cH:17][c:18]([C:21](=[O:22])[OH:23])[cH:19][o:20]1.[CH3:10][N:11]([CH3:12])[CH:13]=[O:14].[CH3:1][c:2]1[c:3]([SH:9])[cH:4][c:5]([F:8])[cH:6][cH:7]1.[OH2:24]>>[CH3:1][c:2]1[c:3]([S:9][c:16]2[cH:17][c:18]([C:21](=[O:22])[OH:23])[cH:19][o:20]2)[cH:4][c:5]([F:8])[cH:6][cH:7]1. Reactants: CO, Nc1nc2c(Cl)nc3ccccc3c2n1CC1(O)CCC1, N. Product: Nc1nc2ccccc2c2c1nc(N)n2CC1(O)CCC1. RXN SMILES: [CH3:23][OH:24].[NH2:1][c:2]1[n:3]([CH2:16][C:17]2([OH:21])[CH2:18][CH2:19][CH2:20]2)[c:4]2[c:5]([c:6]([Cl:14])[n:7][c:8]3[cH:9][cH:10][cH:11][cH:12][c:13]23)[n:15]1.[NH3:22]>>[NH2:1][c:2]1[n:3]([CH2:16][C:17]2([OH:21])[CH2:18][CH2:19][CH2:20]2)[c:4]2[c:5]([c:6]([NH2:22])[n:7][c:8]3[cH:9][cH:10][cH:11][cH:12][c:13]23)[n:15]1.